Dataset: the Open Reaction Database (ORD), a public repository of structured organic reaction records. Task: describe an organic reaction: reactants, conditions, products, and yield Reactants: Cl (hydrochloric acid), CN1N=CC(=C1)C(=O)NC1=CC=C(CN2N=C(C3=CC=CC=C23)CC(=O)OCC)C=C1 (Ethyl 2-[1-[4-(1-methyl-1H-pyrazol-4-carboxamido)benzyl]-1H-indazol-3-yl]acetate), O (Water), O.[OH-].[Li+] (lithium hydroxide monohydrate). Run in O1CCCC1 (tetrahydrofuran), aqueous solution. Procedure: Ethyl 2-[1-[4-(1-methyl-1H-pyrazol-4-carboxamido)benzyl]-1H-indazol-3-yl]acetate (279 mg, 0.67 mmol) was dissolved in tetrahydrofuran (20 mL), and in an ice bath, 10 mL aqueous solution dissolving lithium hydroxide monohydrate (84 mg, 2.0 mmol) was added. It was reacted at room temperature for 3 h, and the reaction was monitored to be complete by TLC. Water was added into the system, and adjusted to pH≈3-4 with diluted hydrochloric acid. A solid precipitated, which was filtered and dried to obta... The yield is 94.3%. Yields the product CN1N=CC(=C1)C(=O)NC1=CC=C(CN2N=C(C3=CC=CC=C23)CC(=O)O)C=C1 (2-[1-[4-(1-methyl-1H-pyrazol-4-carboxamido)benzyl]-1H-indazol-3-yl]acetic acid). RXN SMILES: [CH3:1][N:2]1[CH:6]=[C:5]([C:7]([NH:9][C:10]2[CH:31]=[CH:30][C:13]([CH2:14][N:15]3[C:23]4[C:18](=[CH:19][CH:20]=[CH:21][CH:22]=4)[C:17]([CH2:24][C:25]([O:27]CC)=[O:26])=[N:16]3)=[CH:12][CH:11]=2)=[O:8])[CH:4]=[N:3]1.O.[OH-].[Li+].O.Cl>O1CCCC1>[CH3:1][N:2]1[CH:6]=[C:5]([C:7]([NH:9][C:10]2[CH:11]=[CH:12][C:13]([CH2:14][N:15]3[C:23]4[C:18](=[CH:19][CH:20]=[CH:21][CH:22]=4)[C:17]([CH2:24][C:25]([OH:27])=[O:26])=[N:16]3)=[CH:30][CH:31]=2)=[O:8])[CH:4]=[N:3]1 |f:1.2.3|. Starting materials: CCOC(=O)C(C)(C)CCCCC(c1ccccc1Cl)N1CCc2[nH]ccc2C1, CCO, [Na+], [OH-], O. Yields the product CC(C)(CCCCC(c1ccccc1Cl)N1CCc2[nH]ccc2C1)C(=O)O. As a reaction SMILES: [CH2:1]([CH3:2])[O:3][C:4]([C:5]([CH2:6][CH2:7][CH2:8][CH2:9][CH:10]([N:11]1[CH2:12][c:13]2[c:14]([nH:17][cH:18][cH:19]2)[CH2:15][CH2:16]1)[c:20]1[c:21]([Cl:26])[cH:22][cH:23][cH:24][cH:25]1)([CH3:27])[CH3:28])=[O:29].[CH3:30][CH2:31][OH:32].[Na+:34].[OH-:33].[OH2:35]>>[O:3]=[C:4]([C:5]([CH2:6][CH2:7][CH2:8][CH2:9][CH:10]([N:11]1[CH2:12][c:13]2[c:14]([nH:17][cH:18][cH:19]2)[CH2:15][CH2:16]1)[c:20]1[c:21]([Cl:26])[cH:22][cH:23][cH:24][cH:25]1)([CH3:27])[CH3:28])[OH:29]. The reactants are O=C(Cl)C(=O)Cl, O=C(O)c1ccc(Cl)nc1Cl, ClCCl, NC1CCCCC1, CN(C)C=O. Yields the product O=C(NC1CCCCC1)c1ccc(Cl)nc1Cl. Reaction SMILES: [Cl:17][C:18]([C:19]([Cl:20])=[O:21])=[O:22].[Cl:1][c:2]1[c:3]([C:4](=[O:5])[OH:6])[cH:7][cH:8][c:9]([Cl:11])[n:10]1.[Cl:30][CH2:31][Cl:32].[NH2:23][CH:24]1[CH2:25][CH2:26][CH2:27][CH2:28][CH2:29]1.[O:12]=[CH:13][N:14]([CH3:15])[CH3:16]>>[Cl:1][c:2]1[c:3]([C:4](=[O:6])[NH:23][CH:24]2[CH2:25][CH2:26][CH2:27][CH2:28][CH2:29]2)[cH:7][cH:8][c:9]([Cl:11])[n:10]1. Starting materials: OC(C#N)(C)C1=NC=CC=C1 (2-hydroxy-2-(pyridin-2-yl)propanenitrile), [H-].[H-].[H-].[H-].[Li+].[Al+3] (LiAlH4), Na2SO4.10H2O. Solvent: C1CCOC1 (THF), C1CCOC1 (THF). Run at temperature 0 celsius, time 1 hour. The product is NCC(C)(O)C1=NC=CC=C1 (1-amino-2-(pyridin-2-yl)propan-2-ol). Yield: 68.8%. As a reaction SMILES: [H-].[H-].[H-].[H-].[Li+].[Al+3].[OH:7][C:8]([C:12]1[CH:17]=[CH:16][CH:15]=[CH:14][N:13]=1)([CH3:11])[C:9]#[N:10]>C1COCC1>[NH2:10][CH2:9][C:8]([C:12]1[CH:17]=[CH:16][CH:15]=[CH:14][N:13]=1)([OH:7])[CH3:11] |f:0.1.2.3.4.5|. Procedure: To a cool (0° C.), stirring solution of LiAlH4 (57 mg, 1.502 mmol) in THF (5 mL) was added dropwise via cannula a solution of 2-hydroxy-2-(pyridin-2-yl)propanenitrile (92 mg, 0.621 mmol) in THF (5 mL). After 1 h at 0° C., powdered Na2SO4.10H2O was added and the reaction was allowed to warm to RT until the colour dissipated. The solid was removed by filtration. The filtrate was concentrated to afford the product (65 mg) as an oil: 1H NMR (400 MHz, MeOD) δ ppm: 8.44 (1H, d, J=4.04 Hz), 7.76-7.86 (... Reactants: [C-]#N.[Na+] (Sodium cyanide), FC(CCC=O)(F)F (4,4,4-trifluorobutanal), C([O-])([O-])=O.[NH4+].[NH4+] (ammonium carbonate), O (H2O). Conditions: temperature 90 celsius, time 1 hour. Yields the product FC(CCC1C(NC(N1)=O)=O)(F)F (5-(3,3,3-trifluoropropyl)imidazolidine-2,4-dione). The yield is 69.7%. As a reaction SMILES: [C-:1]#[N:2].[Na+].[F:4][C:5]([F:11])([F:10])[CH2:6][CH2:7][CH:8]=O.[C:12](=[O:15])([O-])[O-].[NH4+:16].[NH4+].[OH2:18]>>[F:4][C:5]([F:11])([F:10])[CH2:6][CH2:7][CH:8]1[NH:16][C:1](=[O:18])[NH:2][C:12]1=[O:15] |f:0.1,3.4.5|. Procedure: Sodium cyanide (4.31 g, 88.04 mmol) and 4,4,4-trifluorobutanal (3.7 g, 29.34 mmol) were added to ammonium carbonate (9.1 g, 117.4 mmol) in H2O (60 mL). The black reaction mixture was heated to 90° C. After 1 h, the mixture became homogeneous and it was stirred at 90° C. for 18 h. After cooling to 25° C., about 60 mL of solvent was removed in vacuo. Concentrated HCl (4 mL) was added to acidify the mixture to a pH of about 2 and a precipitate formed. It was filtered. The mother liquor was washed w... The reactants are CC1=C(N)C=CC(=C1)C1=NC(=CC(=N1)N1[C@H](COCC1)C)CS(=O)(=O)C (2-Methyl-4-[4-[(3S)-3-methylmorpholin-4-yl]-6-(methylsulfonylmethyl)pyrimidin-2-yl]aniline), C1(=CC=CC=C1)N=C=O (Phenylisocyanate). Run in O1CCOCC1 (1,4-dioxane). Reaction conditions: temperature 75 celsius. Yields the product CC1=C(C=CC(=C1)C1=NC(=CC(=N1)N1[C@H](COCC1)C)CS(=O)(=O)C)NC(=O)NC1=CC=CC=C1 (1-[2-Methyl-4-[4-[(3S)-3-methylmorpholin-4-yl]-6-(methylsulfonylmethyl)pyrimidin-2-yl]phenyl]-3-phenyl-urea). The yield is 24.9%. RXN SMILES: [CH3:1][C:2]1[CH:8]=[C:7]([C:9]2[N:14]=[C:13]([N:15]3[CH2:20][CH2:19][O:18][CH2:17][C@@H:16]3[CH3:21])[CH:12]=[C:11]([CH2:22][S:23]([CH3:26])(=[O:25])=[O:24])[N:10]=2)[CH:6]=[CH:5][C:3]=1[NH2:4].[C:27]1([N:33]=[C:34]=[O:35])[CH:32]=[CH:31][CH:30]=[CH:29][CH:28]=1>O1CCOCC1>[CH3:1][C:2]1[CH:8]=[C:7]([C:9]2[N:14]=[C:13]([N:15]3[CH2:20][CH2:19][O:18][CH2:17][C@@H:16]3[CH3:21])[CH:12]=[C:11]([CH2:22][S:23]([CH3:26])(=[O:25])=[O:24])[N:10]=2)[CH:6]=[CH:5][C:3]=1[NH:4][C:34]([NH:33][C:27]1[CH:32]=[CH:31][CH:30]=[CH:29][CH:28]=1)=[O:35]. Procedure: 2-Methyl-4-[4-[(3S)-3-methylmorpholin-4-yl]-6-(methylsulfonylmethyl)pyrimidin-2-yl]aniline (130 mg, 0.34 mmol) was dissolved in 1,4-dioxane (4 mL). Phenylisocyanate (0.038 mL, 0.34 mmol) was added and the reaction heated at 75° C. for 3 hours. The reaction mixture was evaporated to dryness and the resultant residue triturated with ethyl acetate to give the desired compound as a cream solid (42 mg).